This data is from the Open Reaction Database (ORD), a public repository of structured organic reaction records. The task is: describe an organic reaction: reactants, conditions, products, and yield Starting materials: CC(=O)O, CC(=O)O[BH-](OC(C)=O)OC(C)=O, CCOC(C)=O, NCCC1CC2CCC1C2, NC(=O)c1cccc(-c2ccc(C=O)cn2)c1, ClCCl, [Na+]. Yields the product NC(=O)c1cccc(-c2ccc(CNCCC3CC4CCC3C4)cn2)c1. Reaction SMILES: [C:28]([OH:29])(=[O:30])[CH3:31].[C:32]([O:33][BH-:34]([O:35][C:36](=[O:37])[CH3:38])[O:39][C:40](=[O:41])[CH3:42])(=[O:43])[CH3:44].[CH3:49][CH2:50][O:51][C:52]([CH3:53])=[O:54].[CH:18]12[CH:19]([CH2:25][CH2:26][NH2:27])[CH2:20][CH:21]([CH2:22][CH2:23]1)[CH2:24]2.[CH:1](=[O:2])[c:3]1[cH:4][cH:5][c:6](-[c:9]2[cH:10][c:11]([C:12](=[O:13])[NH2:14])[cH:15][cH:16][cH:17]2)[n:7][cH:8]1.[Cl:46][CH2:47][Cl:48].[Na+:45]>>[CH2:1]([c:3]1[cH:4][cH:5][c:6](-[c:9]2[cH:10][c:11]([C:12](=[O:13])[NH2:14])[cH:15][cH:16][cH:17]2)[n:7][cH:8]1)[NH:27][CH2:26][CH2:25][CH:19]1[CH:18]2[CH2:23][CH2:22][CH:21]([CH2:20]1)[CH2:24]2. Reactants: C(C)OC(COC1=CC=C(C=C1)N(CC)C(=O)OC(C)(C)C)=O ([4-(tert-butoxycarbonyl-ethyl-amino)-phenoxy]-acetic acid ethyl ester), C(=O)(C(F)(F)F)O (TFA). Product: C(C)OC(COC1=CC=C(C=C1)NCC)=O ((4-ethylamino-phenoxy)-acetic acid ethyl ester). RXN SMILES: [CH2:1]([O:3][C:4](=[O:23])[CH2:5][O:6][C:7]1[CH:12]=[CH:11][C:10]([N:13](C(OC(C)(C)C)=O)[CH2:14][CH3:15])=[CH:9][CH:8]=1)[CH3:2].C(O)(C(F)(F)F)=O>>[CH2:1]([O:3][C:4](=[O:23])[CH2:5][O:6][C:7]1[CH:12]=[CH:11][C:10]([NH:13][CH2:14][CH3:15])=[CH:9][CH:8]=1)[CH3:2]. Procedure: Analogously, to example 1.4, crude [4-(tert-butoxycarbonyl-ethyl-amino)-phenoxy]-acetic acid ethyl ester was deprotected with TFA to give (4-ethylamino-phenoxy)-acetic acid ethyl ester as light brown oil, MS: 224 (MH+). Reactants: FC1=CC=C(C=C1)CC(CCC=O)=O (1-(4-fluorophenyl)-5-oxo-2-pentanone), C[O-].[Na+] (NaOMe). Solvent: CO (MeOH). Run at time 2 hour. Product: FC1=CC=C(C=C1)C=1C(CCC1)=O (2-(4-Fluorophenyl)-2-cyclopenten-1-one). Isolated yield 96.4%. RXN SMILES: [F:1][C:2]1[CH:7]=[CH:6][C:5]([CH2:8][C:9](=[O:14])[CH2:10][CH2:11][CH:12]=O)=[CH:4][CH:3]=1.C[O-].[Na+]>CO>[F:1][C:2]1[CH:7]=[CH:6][C:5]([C:8]2[C:9](=[O:14])[CH2:10][CH2:11][CH:12]=2)=[CH:4][CH:3]=1 |f:1.2|. Reported procedure: A solution of 8 g of 1-(4-fluorophenyl)-5-oxo-2-pentanone in 300 mL of MeOH was treated with 2 g of NaOMe. The mixture was stirred for 2 h and then quenched with 5 mL of HOAc. The solvent was evaporated and the residue purified by flash chromatography, eluting with 3:1 hexane/EtOAc to give 7 g of the title product. Starting materials: ClC1=CC(=NC=N1)N (6-chloro-pyrimidin-4-ylamine), N1(CCOCC1)CCOC1=CC=C(C=C1)N (4-(2-morpholin-4-yl-ethoxy)-phenylamine). Run in O (H2O), C(C)(=O)O (acetic acid). Run at temperature 100 celsius, time 16 hour. Yields the product N1(CCOCC1)CCOC1=CC=C(C=C1)NC1=NC=NC(=C1)N (N-[4-(2-Morpholin-4-yl-ethoxy)-phenyl]-pyrimidine-4,6-diamine). RXN SMILES: Cl[C:2]1[N:7]=[CH:6][N:5]=[C:4]([NH2:8])[CH:3]=1.[N:9]1([CH2:15][CH2:16][O:17][C:18]2[CH:23]=[CH:22][C:21]([NH2:24])=[CH:20][CH:19]=2)[CH2:14][CH2:13][O:12][CH2:11][CH2:10]1>O.C(O)(=O)C>[N:9]1([CH2:15][CH2:16][O:17][C:18]2[CH:23]=[CH:22][C:21]([NH:24][C:2]3[CH:3]=[C:4]([NH2:8])[N:5]=[CH:6][N:7]=3)=[CH:20][CH:19]=2)[CH2:14][CH2:13][O:12][CH2:11][CH2:10]1. Procedure details: A mixture of 6-chloro-pyrimidin-4-ylamine (194 mg, 1.5 mmol, 1.3 equiv), 4-(2-morpholin-4-yl-ethoxy)-phenylamine (256 mg, 1.15 mmol) in H2O (1 mL) and glacial acetic acid (5 mL) is stirred for 16 h at 100° C. After solvent evaporation, the residue is taken up in DCM and diluted with a saturated aqueous solution of NaHCO3. The aqueous layer is separated and extracted with DCM. The organic phase is washed with brine, dried (Na2SO4), filtered and concentrated. The residue is triturated in EtOAc to ...